The task is: describe an organic reaction: reactants, conditions, products, and yield. This data is from the Open Reaction Database (ORD), a public repository of structured organic reaction records. The yield is 70.4%. Yields the product NC1=C(C=C(C2=C1CCO2)C(=O)OC2CCN(CC2)CCCC(=O)C2=CC(=C(C=C2)N)N)Cl (1-[4-(3,4-diaminophenyl)-4-oxobutyl]-4-piperidinyl 4-amino-5-chloro-2,3-dihydro-7-benzofurancarboxylate). The reagents and catalysts are [Pt] (platinum on activated carbon). As a reaction SMILES: [NH2:1][C:2]1[C:7]2[CH2:8][CH2:9][O:10][C:6]=2[C:5]([C:11]([O:13][CH:14]2[CH2:19][CH2:18][N:17]([CH2:20][CH2:21][CH2:22][C:23]([C:25]3[CH:30]=[CH:29][C:28]([NH2:31])=[C:27]([N+:32]([O-])=O)[CH:26]=3)=[O:24])[CH2:16][CH2:15]2)=[O:12])=[CH:4][C:3]=1[Cl:35].O=[Si]=O>O1CCCC1.[Pt]>[NH2:1][C:2]1[C:7]2[CH2:8][CH2:9][O:10][C:6]=2[C:5]([C:11]([O:13][CH:14]2[CH2:19][CH2:18][N:17]([CH2:20][CH2:21][CH2:22][C:23]([C:25]3[CH:30]=[CH:29][C:28]([NH2:31])=[C:27]([NH2:32])[CH:26]=3)=[O:24])[CH2:16][CH2:15]2)=[O:12])=[CH:4][C:3]=1[Cl:35]. Procedure details: A mixture of intermediate (11) (8.2 g) in tetrahydrofuran (150 ml) was hydrogenated with platinum on activated carbon (5%) (2 g) as a catalyst. After uptake of H2 (3 equiv), the catalyst was filtered off over dicalite and the filtrate was evaporated. The residue was diluted with water and this mixture was extracted twice with CH2Cl2. The separated organic layer was washed with water, dried over MgSO4, filtered and the solvent evaporated. The residue (8 g) was purified by column chromatography ov... The reactants are NC1=C(C=C(C2=C1CCO2)C(=O)OC2CCN(CC2)CCCC(=O)C2=CC(=C(C=C2)N)[N+](=O)[O-])Cl (1-[4-(4-amino-3-nitrophenyl)-4-oxobutyl]-4-piperidinyl 4-amino-5-chloro-2,3-dihydro-7-benzofurancarboxylate), O=[Si]=O (dicalite). Run in O1CCCC1 (tetrahydrofuran). The reactants are aqueous solution, [Cl-].[Cr+3].[Cl-].[Cl-] (chromium chloride), C([O-])([O-])=O.[K+].[K+] (potassium carbonate), C([O-])([O-])=O.[Na+].[Na+] (sodium carbonate). The product is C([O-])([O-])=O.[Cr+3].C([O-])([O-])=O.C([O-])([O-])=O.[Cr+3] (chromium (III) carbonate). As a reaction SMILES: [C:1](=[O:4])([O-:3])[O-:2].[K+].[K+].[C:7](=[O:10])([O-:9])[O-:8].[Na+].[Na+].[Cl-].[Cr+3:14].[Cl-].[Cl-]>>[C:1](=[O:2])([O-:4])[O-:3].[Cr+3:14].[C:7](=[O:8])([O-:10])[O-:9].[C:1](=[O:2])([O-:4])[O-:3].[Cr+3:14] |f:0.1.2,3.4.5,6.7.8.9,10.11.12.13.14|. Reported procedure: 731 g of a 20% aqueous solution of potassium carbonate was used instead of the 10% aqueous solution of sodium carbonate used in Example 1, and was simultaneously added with chromium chloride at an addition speed of 14.6 g/min. The pH of the reaction liquid was maintained at about 8. Except these, a light blue chromium (III) carbonate powder was obtained as in Example 1. Measurement as in Example 1 was performed for the obtained chromium (III) carbonate. The results are shown in the following Tab... Reactants: C(C)(=O)NC=1C(=C(C(=C(C(=O)NCC(O)CC(CO)O)C1I)I)C(=O)NCC(O)CC(CO)O)I (5-Acetamido-N,N'-bis[(2,3-dihydroxypropyl)-2-hydroxyethyl]-2,4,6-triiodoisophthalamide), ClCCO (2-chloroethanol), OS(=O)(=O)O (H2SO4). Solvent: [OH-].[Na+] (NaOH). Reaction conditions: time 1 hour. Product: OC(CC(CNC(C1=C(C(C(=O)NCC(O)CC(CO)O)=C(C(=C1I)N(C(C)=O)CCO)I)I)=O)O)CO (N,N'-Bis[(2,3-dihydroxypropyl)-2-hydroxyethyl]-5-[N-(2-hydroxyethyl)acetamido]-2,4,6-triiodoisophthalamide). Reaction SMILES: [C:1]([NH:4][C:5]1[C:6]([I:35])=[C:7]([C:24]([NH:26][CH2:27][CH:28]([CH2:30][CH:31]([OH:34])[CH2:32][OH:33])[OH:29])=[O:25])[C:8]([I:23])=[C:9]([C:21]=1[I:22])[C:10]([NH:12][CH2:13][CH:14]([CH2:16][CH:17]([OH:20])[CH2:18][OH:19])[OH:15])=[O:11])(=[O:3])[CH3:2].Cl[CH2:37][CH2:38][OH:39].OS(O)(=O)=O>[OH-].[Na+]>[OH:34][CH:31]([CH2:32][OH:33])[CH2:30][CH:28]([OH:29])[CH2:27][NH:26][C:24](=[O:25])[C:7]1[C:6]([I:35])=[C:5]([N:4]([CH2:37][CH2:38][OH:39])[C:1](=[O:3])[CH3:2])[C:21]([I:22])=[C:9]([C:10]([NH:12][CH2:13][CH:14]([CH2:16][CH:17]([OH:20])[CH2:18][OH:19])[OH:15])=[O:11])[C:8]=1[I:23] |f:3.4|. Procedure: 5-Acetamido-N,N'-bis[(2,3-dihydroxypropyl)-2-hydroxyethyl]-2,4,6-triiodoisophthalamide, prepared as in Example 2, Step B, (83.5 g, 0.1 g-mole) is dissolved in 1 N NaOH (140 ml, 0.14 g-mole) and the solution is stirred at room temperature for 1 hour and 2-chloroethanol (13.7 g, 0.17 g-mole) is added. The solution is stirred at 50° C. for 5 hours to complete the reaction. The solution is acidified with H2SO4 and evaporated to dryness under reduced pressure. The residue is triturated with MeOH and ... Starting materials: NCC1=NC(=C2N=CN(C2=N1)[C@@H]1O[C@@H]([C@H]([C@H]1O)O)COC)NCC(C1=CC=CC=C1)C1=CC=CC=C1 ((2R,3R,4S,5R)-2-{2-(aminomethyl)-6-[(2,2-diphenylethyl)amino}-9H-purin-9-yl}-5-(methoxymethyl)tetrahydro-3,4-furandiol), C(C)(=O)O[BH-](OC(C)=O)OC(C)=O.[Na+] (sodium triacetoxyborohydride), C(#N)C1=CC=C(C=O)C=C1 (4-cyanobenzaldehyde). The product is O[C@H]1[C@@H](O[C@@H]([C@H]1O)COC)N1C2=NC(=NC(=C2N=C1)NCC(C1=CC=CC=C1)C1=CC=CC=C1)CNCC1=CC=C(C#N)C=C1 (4-{[({9-[(2R,3R,4S,5R)-3,4-Dihydroxy-5-(methoxymethyl)tetrahydro-2-furanyl]-6-[(2,2-diphenylethyl)amino]-9H-purin-2-yl}methyl)amino]methyl}benzonitrile). The yield is 42.3%. RXN SMILES: [NH2:1][CH2:2][C:3]1[N:11]=[C:10]2[C:6]([N:7]=[CH:8][N:9]2[C@H:12]2[C@H:16]([OH:17])[C@H:15]([OH:18])[C@@H:14]([CH2:19][O:20][CH3:21])[O:13]2)=[C:5]([NH:22][CH2:23][CH:24]([C:31]2[CH:36]=[CH:35][CH:34]=[CH:33][CH:32]=2)[C:25]2[CH:30]=[CH:29][CH:28]=[CH:27][CH:26]=2)[N:4]=1.C(O[BH-](OC(=O)C)OC(=O)C)(=O)C.[Na+].[C:51]([C:53]1[CH:60]=[CH:59][C:56]([CH:57]=O)=[CH:55][CH:54]=1)#[N:52]>>[OH:17][C@@H:16]1[C@H:15]([OH:18])[C@@H:14]([CH2:19][O:20][CH3:21])[O:13][C@H:12]1[N:9]1[CH:8]=[N:7][C:6]2[C:10]1=[N:11][C:3]([CH2:2][NH:1][CH2:57][C:56]1[CH:59]=[CH:60][C:53]([C:51]#[N:52])=[CH:54][CH:55]=1)=[N:4][C:5]=2[NH:22][CH2:23][CH:24]([C:31]1[CH:36]=[CH:35][CH:34]=[CH:33][CH:32]=1)[C:25]1[CH:26]=[CH:27][CH:28]=[CH:29][CH:30]=1 |f:1.2|. Procedure details: The title compound was prepared by a similar method to example 5 from (2R,3R,4S,5R)-2-{2-(aminomethyl)-6-[(2,2-diphenylethyl)amino}-9H-purin-9-yl}-5-(methoxymethyl)tetrahydro-3,4-furandiol (example 1) (400 mg, 0.82 mmol), sodium triacetoxyborohydride (260 mg, 1.22 mmol) and 4-cyanobenzaldehyde (120 mg, 0.9 mmol) The product was purified by column chromatography on silica gel eluting with a gradient system of dichloromethane:methanol:ammonia (92:7:1) gradually increasing polarity to dichlorometha... The reactants are BrC1=CC=C(C=C1)C(CC(=O)C=1C=NC(=CC1)OC)C1CCCCC1 (3-(4-bromo-phenyl)-3-cyclohexyl-1-(6-methoxy-pyridin-3-yl)-propan-1-one), Cl (HCl). The solvent is O1CCOCC1 (1,4-dioxane). Product: BrC1=CC=C(C=C1)C(CC(=O)C=1C=CC(NC1)=O)C1CCCCC1 (5-[3-(4-Bromo-phenyl)-3-cyclohexyl-propionyl]-1H-pyridin-2-one). Reaction SMILES: [Br:1][C:2]1[CH:7]=[CH:6][C:5]([CH:8]([CH:20]2[CH2:25][CH2:24][CH2:23][CH2:22][CH2:21]2)[CH2:9][C:10]([C:12]2[CH:13]=[N:14][C:15]([O:18]C)=[CH:16][CH:17]=2)=[O:11])=[CH:4][CH:3]=1.Cl>O1CCOCC1>[Br:1][C:2]1[CH:3]=[CH:4][C:5]([CH:8]([CH:20]2[CH2:25][CH2:24][CH2:23][CH2:22][CH2:21]2)[CH2:9][C:10]([C:12]2[CH:17]=[CH:16][C:15](=[O:18])[NH:14][CH:13]=2)=[O:11])=[CH:6][CH:7]=1. Procedure details: In analogy to example 162, step 2, 3-(4-bromo-phenyl)-3-cyclohexyl-1-(6-methoxy-pyridin-3-yl)-propan-1-one was reacted with concentrated aqueous HCl in 1,4-dioxane to give the title compound as a colorless solid, MS (ESI+): m/z=388.2 [M+H]+. The reactants are C([O-])([O-])=O.[K+].[K+] (potassium carbonate), CC=1C=C(C(=O)OC)C=C(C1B1OC(C(O1)(C)C)(C)C)C (Methyl 3,5-dimethyl-4-(4,4,5,5-tetramethyl-1,3,2-dioxaborolan-2-yl)benzoate), BrC=1C=CC(=NC1)OC (5-bromo-2-methoxypyridine). Reagents/catalysts: [Pd](Cl)Cl.C(C)(C)(C)P([C-]1C=CC=C1)C(C)(C)C.[C-]1(C=CC=C1)P(C(C)(C)C)C(C)(C)C.[Fe+2] (1,1′-bis(di-tert-butylphoshino)ferrocene palladium dichloride). The solvent is O1CCOCC1 (1,4-dioxane). Reaction conditions: temperature 80 celsius, time 8 hour. Yields the product COC1=CC=C(C=N1)C1=C(C=C(C(=O)OC)C=C1C)C (Methyl 4-(6-methoxypyridin-3-yl)-3,5-dimethylbenzoate). As a reaction SMILES: [CH3:1][C:2]1[CH:3]=[C:4]([CH:9]=[C:10]([CH3:21])[C:11]=1B1OC(C)(C)C(C)(C)O1)[C:5]([O:7][CH3:8])=[O:6].Br[C:23]1[CH:24]=[CH:25][C:26]([O:29][CH3:30])=[N:27][CH:28]=1.C(=O)([O-])[O-].[K+].[K+]>[Pd](Cl)Cl.C(P(C(C)(C)C)[C-]1C=CC=C1)(C)(C)C.[C-]1(P(C(C)(C)C)C(C)(C)C)C=CC=C1.[Fe+2].O1CCOCC1>[CH3:30][O:29][C:26]1[N:27]=[CH:28][C:23]([C:11]2[C:10]([CH3:21])=[CH:9][C:4]([C:5]([O:7][CH3:8])=[O:6])=[CH:3][C:2]=2[CH3:1])=[CH:24][CH:25]=1 |f:2.3.4,5.6.7.8|. Procedure: Methyl 3,5-dimethyl-4-(4,4,5,5-tetramethyl-1,3,2-dioxaborolan-2-yl)benzoate (Step A, 2.79 g, 7.20 mmol), 1,1′-bis(di-tert-butylphoshino)ferrocene palladium dichloride (0.391 g, 0.600 mmol) and 5-bromo-2-methoxypyridine (0.776 mL, 6 mmol) were mixed in a reaction flask which was then evacuated and charged with nitrogen three times. Added 1,4-dioxane (30.0 mL) and 3.0M aqueous potassium carbonate (6.00 mL, 18.00 mmol), evacuated and charged with nitrogen (3×), then stirred overnight at 80° C. The ...